Dataset: the Open Reaction Database (ORD), a public repository of structured organic reaction records. Task: describe an organic reaction: reactants, conditions, products, and yield The reactants are ClC1=C(N)C=CC(=C1)C1=CCC2(OCCO2)CC1 (2-chloro-4-(1,4-dioxaspiro[4.5]dec-7-en-8-yl)aniline). Reagents/catalysts: [Pt]=O (Platinum oxide). Run in C(C)(=O)OCC (ethyl acetate). Reaction conditions: time 8 hour. The product is ClC1=C(N)C=CC(=C1)C1CCC2(OCCO2)CC1 (2-Chloro-4-(1,4-dioxaspiro[4.5]dec-8-yl)aniline). Isolated yield 62.7%. RXN SMILES: [Cl:1][C:2]1[CH:8]=[C:7]([C:9]2[CH2:18][CH2:17][C:12]3([O:16][CH2:15][CH2:14][O:13]3)[CH2:11][CH:10]=2)[CH:6]=[CH:5][C:3]=1[NH2:4]>C(OCC)(=O)C.[Pt]=O>[Cl:1][C:2]1[CH:8]=[C:7]([CH:9]2[CH2:10][CH2:11][C:12]3([O:13][CH2:14][CH2:15][O:16]3)[CH2:17][CH2:18]2)[CH:6]=[CH:5][C:3]=1[NH2:4]. Procedure: Platinum oxide (200 mg) was added in one portion to a stirred solution of 2-chloro-4-(1,4-dioxaspiro[4.5]dec-7-en-8-yl)aniline (3.8 g, 14.3 mmol) in ethyl acetate (50 mL) and the mixture was stirred at room temperature under a hydrogen atmosphere for 8 h. The reaction mixture was filtered and concentrated in vacuo to leave the title compound (2.4 g, 63%) as a solid; 1H NMR δ 1.5-1.65 (4H, m), 1.67-1.8 (4H, m), 2.38-2.48 (1H, m), 3.88 (4H, s), 5.1 (2H, s), 6.72 (1H, d), 6.9 (1H, dd), 7.0 (1H, d);... The reactants are BrC1=CC(=C(C=C1)O[C@@H](CCCCCC)C)F ((R)-(-)-1-Bromo-3-fluoro-4-(1-methylheptyloxy)benzene), Cl (hydrochloric acid), C(CCC)[Li] (n-butyllithium), resultant solution, C(=O)=O (carbon dioxide). The solvent is C1CCOC1 (THF), hexanes, C1CCOC1 (THF). Reaction conditions: temperature -78 celsius, time 20 minute. Product: FC=1C=C(C(=O)O)C=CC1O[C@@H](CCCCCC)C ((R)-(-)-3-Fluoro-4-(1-methylheptyloxy)benzoic acid). As a reaction SMILES: C([Li])CCC.Br[C:7]1[CH:12]=[CH:11][C:10]([O:13][C@H:14]([CH3:21])[CH2:15][CH2:16][CH2:17][CH2:18][CH2:19][CH3:20])=[C:9]([F:22])[CH:8]=1.[C:23](=[O:25])=[O:24].Cl>C1COCC1>[F:22][C:9]1[CH:8]=[C:7]([CH:12]=[CH:11][C:10]=1[O:13][C@H:14]([CH3:21])[CH2:15][CH2:16][CH2:17][CH2:18][CH2:19][CH3:20])[C:23]([OH:25])=[O:24]. Procedure details: A solution of n-butyllithium (2.5M, 17.2 ml, 0.043 mol) in hexanes was added, dropwise, to a cooled (-78° C.), stirred solution of compound 35 (10.00 g, 0.033 mol) in dry THF (100 ml) under a dry nitrogen atmosphere and left to stir for 20 min. The resultant solution was poured into a slush of solid carbon dioxide and dry THF. This was left overnight at room temperature and then acidified with dilute hydrochloric acid. The TBF/water azeotrope was evaporated off in vacuo and the residue was disso... The yield is 70.0%. Starting materials: CN (methylamine), C(C)(C)(C)C#C (tert-butylacetylene), ClC=CCCl (1,3-dichloropropene), C1(=CC=CC=C1)P(C1=CC=CC=C1)C1=CC=CC=C1 (triphenylphosphine). The product is Cl.CC(C#C/C=C/CNC)(C)C ((E)-N-(6,6-Dimethyl-2-hepten-4-ynyl)methylamine hydrochloride). Reported procedure: By using 104 ml (3.02 mol) of 40% methylamine aqueous solution instead of n-propylamine, 85 ml of tetrahydrofuran, 9.10 ml (98.8 mmol) of 1,3-dichloropropene (E/Z=9/1), 950 mg (5 mmol) of copper (I) iodide, 355 mg (2 mmol) of palladium chloride, 1.05 g (4 mmol) of triphenylphosphine and 15.0 ml (0.121 mol) of tert-butylacetylene, the treatment was conducted in the same manner as in Example 1 to obtain 12.9 g (yield: 70%) of the above identified compound as off-white crystalline powder. As a reaction SMILES: [CH3:1][NH2:2].[Cl:3][CH:4]=[CH:5][CH2:6]Cl.C1(P(C2C=CC=CC=2)C2C=CC=CC=2)C=CC=CC=1.[C:27]([C:31]#[CH:32])([CH3:30])([CH3:29])[CH3:28]>[Cu]I.[Pd](Cl)Cl.O1CCCC1>[ClH:3].[CH3:28][C:27]([CH3:30])([CH3:29])[C:31]#[C:32]/[CH:4]=[CH:5]/[CH2:6][NH:2][CH3:1] |f:7.8|. Solvent: O1CCCC1 (tetrahydrofuran). Reagents/catalysts: [Cu]I (copper (I) iodide), [Pd](Cl)Cl (palladium chloride). Run in CO (methanol). As a reaction SMILES: [C:1]([O:4][CH2:5][CH:6]([NH:26]C(OC(C)(C)C)=O)[CH2:7][O:8][C:9]1[C:13]2[CH:14]=[C:15]([NH:18]C(OC(C)(C)C)=O)[CH:16]=[CH:17][C:12]=2[O:11][N:10]=1)(=[O:3])[NH2:2].O1CCOCC1.[ClH:40]>CO>[ClH:40].[NH2:18][C:15]1[CH:16]=[CH:17][C:12]2[O:11][N:10]=[C:9]([O:8][CH2:7][CH:6]([NH2:26])[CH2:5][O:4][C:1](=[O:3])[NH2:2])[C:13]=2[CH:14]=1 |f:4.5|. Reactants: C(N)(=O)OCC(COC1=NOC2=C1C=C(C=C2)NC(=O)OC(C)(C)C)NC(=O)OC(C)(C)C (3-(3-carbamoyloxy-2-tert-butoxycarbonylaminopropoxy)-5-tert-butoxycarbonylamino-1,2-benzoisoxazole), O1CCOCC1 (dioxane), Cl (hydrogen chloride). Product: Cl.NC=1C=CC2=C(C(=NO2)OCC(COC(N)=O)N)C1 (5-amino-3-(2-amino-3-carbamoyloxypropoxy)-1,2-benzoisoxazole hydrochloride). Procedure: To a solution of 0.47 g of 3-(3-carbamoyloxy-2-tert-butoxycarbonylaminopropoxy)-5-tert-butoxycarbonylamino-1,2-benzoisoxazole in 10 ml of methanol is added 5.0 ml of a dioxane solution (2.2N) of hydrogen chloride at 5°-10° C. and they are subjected to reaction at 20°-25° C. overnight. The solvent is removed from the reaction mixture by distillation under reduced pressure, and the residue obtained is crystallized from 2-propanol, after which the crystals are collected by filtration, to obtain 0.2... Starting materials: CCO, COC(=O)Cc1cnc(NS(=O)(=O)c2cccc(Cl)c2C)s1, [K+], [OH-]. Yields the product Cc1c(Cl)cccc1S(=O)(=O)Nc1ncc(CC(=O)O)s1. RXN SMILES: [CH3:25][CH2:26][OH:27].[Cl:1][c:2]1[c:3]([CH3:22])[c:4]([S:8](=[O:9])(=[O:10])[NH:11][c:12]2[s:13][c:14]([CH2:17][C:18](=[O:19])[O:20][CH3:21])[cH:15][n:16]2)[cH:5][cH:6][cH:7]1.[K+:24].[OH-:23]>>[Cl:1][c:2]1[c:3]([CH3:22])[c:4]([S:8](=[O:9])(=[O:10])[NH:11][c:12]2[s:13][c:14]([CH2:17][C:18](=[O:19])[OH:20])[cH:15][n:16]2)[cH:5][cH:6][cH:7]1. The reactants are Cl (hydrochloric acid), metal, [Sn] (tin), CC=1NC2=CC=C(C(=C2C1)N1CCOCC1)F (2-Methyl-5-fluoro-4-morpholinoindole). The solvent is C(C)(=O)O (acetic acid), C(C)(=O)O (acetic acid). The product is CC1NC2=CC=C(C(=C2C1)N1CCOCC1)F (2-methyl-4-morpholino-5-fluoroindoline). Isolated yield 53.9%. As a reaction SMILES: [CH3:1][C:2]1[NH:3][C:4]2[C:9]([CH:10]=1)=[C:8]([N:11]1[CH2:16][CH2:15][O:14][CH2:13][CH2:12]1)[C:7]([F:17])=[CH:6][CH:5]=2.[Sn].Cl>C(O)(=O)C>[CH3:1][CH:2]1[CH2:10][C:9]2[C:4](=[CH:5][CH:6]=[C:7]([F:17])[C:8]=2[N:11]2[CH2:16][CH2:15][O:14][CH2:13][CH2:12]2)[NH:3]1 |^3:17|. Reported procedure: 2-Methyl-5-fluoro-4-morpholinoindole (138 g) was dissolved in 1.5 l of acetic acid. To this solution was added 200 g of metal tin and the mixture was under reflux of acetic acid. During reflux 1.5 l of concentrated hydrochloric acid was added dropwise in 1 hour. After completion of addition, the mixture was allowed to react for 2 hours at the same temperature as above. After completion of reaction, the solvent was distilled off under reduced pressure. To the residue was added 1 l of water and th...